Dataset: the Open Reaction Database (ORD), a public repository of structured organic reaction records. Task: describe an organic reaction: reactants, conditions, products, and yield Starting materials: ClC=1C=C(C=C(C1O)F)C=1C=C2C(=C(C=NC2=CC1)C(=O)C1CC1)NC1=CC=C(CNC(OC(C)(C)C)=O)C=C1 (tert-butyl 4-[6-(3-chloro-5-fluoro-4-hydroxyphenyl)-3-(cyclopropanecarbonyl)quinolin-4-ylamino]benzylcarbamate), C(=O)(C(F)(F)F)O (TFA). Yields the product NCC1=CC=C(C=C1)NC1=C(C=NC2=CC=C(C=C12)C1=CC(=C(C(=C1)F)O)Cl)C(=O)C1CC1 ({4-[4-(Aminomethyl)phenylamino]-6-(3-chloro-5-fluoro-4-hydroxyphenyl)quinolin-3-yl}(cyclopropyl)methanone). Isolated yield 52.8%. Reaction SMILES: [Cl:1][C:2]1[CH:3]=[C:4]([C:10]2[CH:11]=[C:12]3[C:17](=[CH:18][CH:19]=2)[N:16]=[CH:15][C:14]([C:20]([CH:22]2[CH2:24][CH2:23]2)=[O:21])=[C:13]3[NH:25][C:26]2[CH:40]=[CH:39][C:29]([CH2:30][NH:31]C(=O)OC(C)(C)C)=[CH:28][CH:27]=2)[CH:5]=[C:6]([F:9])[C:7]=1[OH:8].C(O)(C(F)(F)F)=O>>[NH2:31][CH2:30][C:29]1[CH:39]=[CH:40][C:26]([NH:25][C:13]2[C:12]3[C:17](=[CH:18][CH:19]=[C:10]([C:4]4[CH:5]=[C:6]([F:9])[C:7]([OH:8])=[C:2]([Cl:1])[CH:3]=4)[CH:11]=3)[N:16]=[CH:15][C:14]=2[C:20]([CH:22]2[CH2:24][CH2:23]2)=[O:21])=[CH:27][CH:28]=1. Procedure: Following general procedure A-2, tert-butyl 4-[6-(3-chloro-5-fluoro-4-hydroxyphenyl)-3-(cyclopropanecarbonyl)quinolin-4-ylamino]benzylcarbamate (0.127 mmol) was reacted with TFA (2 mL) to afford the desired product (31 mg, 53% over two steps) as a yellow solid: 1H NMR (300 MHz, CD3OD+TFA-d) δ 9.44 (s, 1H), 8.24 (dd, J=8.9, 1.9 Hz, 1H), 8.08-7.96 (m, 2H), 7.69 (d, J=8.4 Hz, 2H), 7.55 (d, J=8.4 Hz, 2H), 7.17-7.06 (m, 1H), 7.06-6.98 (m, 1H), 4.27 (s, 2H), 2.93-2.80 (m, 1H), 1.25-1.11 (m, 4H); ESI M...